This data is from the Open Reaction Database (ORD), a public repository of structured organic reaction records. The task is: describe an organic reaction: reactants, conditions, products, and yield Starting materials: CC(C)O (2-propanol), C(C)(C)(C)OC(=O)N[C@H]([C@@H](CCl)O)CC1=CC=CC=C1 ((2S,3S)-3-tert-butoxycarbonylamino-1-chloro-2-hydroxy-4-phenylbutane), C(CC(O)(C(=O)O)CC(=O)O)(=O)O (citric acid), [OH-].[Na+] (sodium hydroxide). The solvent is O (water), O (water). Conditions: temperature 4 celsius, time 3 hour. Yields the product N[C@H]([C@H](C(=O)O)O)CC1=CC=CC=C1 ((2R,3S)-3-amino-2-hydroxy-4-phenylbutyric acid). Isolated yield 94.0%. As a reaction SMILES: C(OC([NH:8][C@@H:9]([CH2:14][C:15]1[CH:20]=[CH:19][CH:18]=[CH:17][CH:16]=1)[C@H:10]([OH:13])[CH2:11]Cl)=O)(C)(C)C.CC([OH:24])C.[OH-:25].[Na+].C(O)(=O)CC(CC(O)=O)(C(O)=O)O>O>[NH2:8][C@@H:9]([CH2:14][C:15]1[CH:16]=[CH:17][CH:18]=[CH:19][CH:20]=1)[C@@H:10]([OH:13])[C:11]([OH:24])=[O:25] |f:2.3|. Procedure details: To (2S,3S)-3-tert-butoxycarbonylamino-1-chloro-2-hydroxy-4-phenylbutane (4.91 g, (2S,3S):(2R,3S)=99.2:0.8) obtained in the same manner as in Reference Example 1 were added 2-propanol (24.6 ml) and water (2.0 ml). 4N Aqueous sodium hydroxide solution (6.1 ml) was then added, and the mixture was stirred at 4° C. for 3 hr. After the completion of the reaction, citric acid (0.525 g) dissolved in water (28.7 ml) was added. The reaction mixture was once heated to 27° C. and cooled to −10° C. over 5 hr... Starting materials: Cl.NC(C#CC)(C)C (4-amino-4-methylpent-2-yne hydrochloride), ON1N=NC2=C1C=CC=C2 (1-hydroxybenzotriazole), N1=CC=CC2=CC(=CC=C12)OC(C(=O)O)OCC (2-(6-Quinolinoxy)-2-(ethoxy)acetic acid), Cl.CN(CCCN=C=NCC)C (N-(3-dimethylaminopropyl)-N′-ethyl carbodiimide hydrochloride). Run in CN(C=O)C (N,N-dimethylformamide), C(C)N(CC)CC (Triethylamine), O (Water). The product is N1=CC=CC2=CC(=CC=C12)OC(C(=O)NC(C)(C#CC)C)OCC (2-(6-quinolinyloxy)-2-(ethoxy)-N-(2-methylpent-3-yn-2-yl) acetamide). Yield: 88.7%. As a reaction SMILES: Cl.[NH2:2][C:3]([CH3:8])([CH3:7])[C:4]#[C:5][CH3:6].[N:9]1[C:18]2[C:13](=[CH:14][C:15]([O:19][CH:20]([O:24][CH2:25][CH3:26])[C:21](O)=[O:22])=[CH:16][CH:17]=2)[CH:12]=[CH:11][CH:10]=1.Cl.CN(C)CCCN=C=NCC.ON1C2C=CC=CC=2N=N1>CN(C)C=O.O.C(N(CC)CC)C>[N:9]1[C:18]2[C:13](=[CH:14][C:15]([O:19][CH:20]([O:24][CH2:25][CH3:26])[C:21]([NH:2][C:3]([CH3:8])([C:4]#[C:5][CH3:6])[CH3:7])=[O:22])=[CH:16][CH:17]=2)[CH:12]=[CH:11][CH:10]=1 |f:0.1,3.4|. Reported procedure: Triethylamine (0.3 ml) was added to a stirred solution of 4-amino-4-methylpent-2-yne hydrochloride (0.054 g) in N,N-dimethylformamide (2 ml) giving a white suspension. 2-(6-Quinolinoxy)-2-(ethoxy)acetic acid (0.1 g) was added followed by N-(3-dimethylaminopropyl)-N′-ethyl carbodiimide hydrochloride (0.077 g) and a catalytic amount of 1-hydroxybenzotriazole (0.005 g), and the white suspension was stirred at ambient temperature for 18 hours. Water was added and the aqueous phase was extracted with... Yields the product COC(=O)C1=CC(=NN1)C1=C(O[C@H](CCC(=O)O)C2=C(C=CC=C2)C)C=C(C=C1)OCC=1C=NC=CC1 ((R)-4-[2-(5-methoxycarbonylpyrazol-3-yl)-5-(3-pyridylmethoxy)phenoxy]-4-(2-methylphenyl)butanoic acid). Reaction SMILES: [CH3:1][O:2][C:3]([C:5]1[NH:9][N:8]=[C:7]([C:10]2[CH:33]=[CH:32][C:31]([O:34][CH2:35][C:36]3[CH:37]=[N:38][CH:39]=[CH:40][CH:41]=3)=[CH:30][C:11]=2[O:12][C@@H:13]([C:23]2[CH:28]=[CH:27][CH:26]=[CH:25][C:24]=2[CH3:29])[CH2:14][CH2:15][C:16]([O:18]C(C)(C)C)=[O:17])[CH:6]=1)=[O:4]>FC(F)(F)C(O)=O>[CH3:1][O:2][C:3]([C:5]1[NH:9][N:8]=[C:7]([C:10]2[CH:33]=[CH:32][C:31]([O:34][CH2:35][C:36]3[CH:37]=[N:38][CH:39]=[CH:40][CH:41]=3)=[CH:30][C:11]=2[O:12][C@@H:13]([C:23]2[CH:28]=[CH:27][CH:26]=[CH:25][C:24]=2[CH3:29])[CH2:14][CH2:15][C:16]([OH:18])=[O:17])[CH:6]=1)=[O:4]. Run at time 2 minute. The yield is 22.2%. Solvent: FC(C(=O)O)(F)F (trifluoroacetic acid). Starting materials: COC(=O)C1=CC(=NN1)C1=C(O[C@H](CCC(=O)OC(C)(C)C)C2=C(C=CC=C2)C)C=C(C=C1)OCC=1C=NC=CC1 (tert-Butyl (R)-4-[2-(5-methoxycarbonylpyrazol-3-yl)-5-(3-pyridylmethoxy)phenoxy]-4-(2-methylphenyl)butanoate). Reported procedure: tert-Butyl (R)-4-[2-(5-methoxycarbonylpyrazol-3-yl)-5-(3-pyridylmethoxy)phenoxy]-4-(2-methylphenyl)butanoate (2 g) is dissolved in trifluoroacetic acid (10 mL) and allowed to stand at room temperature for 2 minutes. The solution is quenched with saturated aqueous sodium hydrogen carbonate solution (100 mL) and the product extracted into ethyl acetate (100 mL). This solution is washed with water, dried, and evaporated. The residue is purified by flash chromatography on silica eluting initially wi... The reactants are Cl.Cl.CC1=NC=C2N1C(N(C2)C2CCNCC2)=O (5-methyl-2-(4-piperidinyl)-1,2-dihydro-3H-imidazo[1,5-c]imidazol-3-one dihydrochloride), C1CCC2=NCCCN2CC1 (DBU), C(=O)(OC(C)(C)C)NCC(=O)O (Boc-glycine), C=1C=CC2=C(C1)N=NN2O (HOBt), CCN=C=NCCCN(C)C (WSC). Solvent: C(C)#N (acetonitrile), C(C)N(CC)CC (triethylamine), C(C)#N (acetonitrile). The product is CC1=NC=C2N1C(N(C2)C2CCN(CC2)C(CNC(OC(C)(C)C)=O)=O)=O (tert-butyl 2-(4-(5-methyl-3-oxo-1H-imidazo[1,5-c]imidazol-2(3H)-yl)-1-piperidinyl)-2-oxoethylcarbamate). The yield is 66.0%. Reaction SMILES: [C:1]([NH:8][CH2:9][C:10]([OH:12])=O)([O:3][C:4]([CH3:7])([CH3:6])[CH3:5])=[O:2].C1C=CC2N(O)N=NC=2C=1.CCN=C=NCCCN(C)C.Cl.Cl.[CH3:36][C:37]1[N:41]2[C:42](=[O:51])[N:43]([CH:45]3[CH2:50][CH2:49][NH:48][CH2:47][CH2:46]3)[CH2:44][C:40]2=[CH:39][N:38]=1.C1CCN2C(=NCCC2)CC1>C(#N)C.C(N(CC)CC)C>[CH3:36][C:37]1[N:41]2[C:42](=[O:51])[N:43]([CH:45]3[CH2:50][CH2:49][N:48]([C:10](=[O:12])[CH2:9][NH:8][C:1](=[O:2])[O:3][C:4]([CH3:5])([CH3:6])[CH3:7])[CH2:47][CH2:46]3)[CH2:44][C:40]2=[CH:39][N:38]=1 |f:3.4.5|. Reported procedure: To a solution of Boc-glycine (0.44 g) and HOBt (0.58 g) in acetonitrile (15 ml) was added WSC (0.72 g), and the reaction mixture was mixed at room temperature for 15 minutes. Then, a solution of 5-methyl-2-(4-piperidinyl)-1,2-dihydro-3H-imidazo[1,5-c]imidazol-3-one dihydrochloride (0.73 g), DBU (0.75 ml) and triethylamine (1.1 ml) in acetonitrile (5 ml) was added thereto. The reaction mixture was mixed at room temperature for 15 hours, the solvent was then distilled off under reduced pressure, a... Reactants: COC(=O)NN, CC(C)O, O=C1CCCCC1=Cc1ccc(Cl)cc1. Yields the product COC(=O)NN=C1CCCCC1=Cc1ccc(Cl)cc1. RXN SMILES: [CH3:16][O:17][C:18](=[O:19])[NH:20][NH2:21].[CH:22]([OH:23])([CH3:24])[CH3:25].[Cl:1][c:2]1[cH:3][cH:4][c:5]([CH:8]=[C:9]2[C:10](=[O:15])[CH2:11][CH2:12][CH2:13][CH2:14]2)[cH:6][cH:7]1>>[Cl:1][c:2]1[cH:3][cH:4][c:5]([CH:8]=[C:9]2[C:10](=[N:21][NH:20][C:18]([O:17][CH3:16])=[O:19])[CH2:11][CH2:12][CH2:13][CH2:14]2)[cH:6][cH:7]1. The reactants are [N+](=O)([O-])[O-].[K+] (potassium nitrate), C([O-])(O)=O.[Na+] (sodium bicarbonate), SC=1C=C(C=CC1)CC(=O)OC (Methyl 2-(3-mercaptophenyl)acetate), S(=O)(=O)(Cl)Cl (sulfuryl chloride). The solvent is C(C)#N (acetonitrile), C(C)(=O)OCC (ethyl acetate). Conditions: temperature 0 celsius, time 8 hour. The product is ClS(=O)(=O)C=1C=C(C=CC1)CC(=O)OC (methyl 2-(3-chlorosulfonylphenyl)acetate). Isolated yield 79.0%. As a reaction SMILES: S[C:2]1[CH:3]=[C:4]([CH2:8][C:9]([O:11][CH3:12])=[O:10])[CH:5]=[CH:6][CH:7]=1.[N+]([O-])([O-])=O.[K+].[S:18]([Cl:22])(Cl)(=[O:20])=[O:19].C(=O)(O)[O-].[Na+]>C(#N)C.C(OCC)(=O)C>[Cl:22][S:18]([C:6]1[CH:5]=[C:4]([CH2:8][C:9]([O:11][CH3:12])=[O:10])[CH:3]=[CH:2][CH:7]=1)(=[O:20])=[O:19] |f:1.2,4.5|. Reported procedure: Methyl 2-(3-mercaptophenyl)acetate (0.55 g, 3.0 mmol) was dissolved in 10 mL acetonitrile and potassium nitrate (0.76 g, 7.5 mmol) was added and the reaction mixture cooled to 0° C. To this suspension sulfuryl chloride was added (0.6 mL, 7.5 mmol) at 0° C. and the reaction mixture was let warm to room temperature and stirred overnight. A solution of saturated sodium bicarbonate was added followed by ethyl acetate (100 mL each). The organic layer was washed with brine, dried over sodium sulfate a... Starting materials: N(=O)[O-].[Na+] (sodium nitrite), ClCCNC(=O)N(CCO)CCO (1-(2-chloroethyl)-3,3-bis(2-hydroxyethyl)urea), C(Cl)(Cl)Cl.CO (chloroform methanol). The solvent is C(C)(=O)O (acetic acid). Yields the product ClCCN(C(=O)N(CCO)CCO)N=O (1-(2-chloroethyl)-1-nitroso-3,3-bis(2-hydroxyethyl)urea). The yield is 65.9%. RXN SMILES: [Cl:1][CH2:2][CH2:3][NH:4][C:5]([N:7]([CH2:11][CH2:12][OH:13])[CH2:8][CH2:9][OH:10])=[O:6].[N:14]([O-])=[O:15].[Na+].C(Cl)(Cl)Cl.CO>C(O)(=O)C>[Cl:1][CH2:2][CH2:3][N:4]([N:14]=[O:15])[C:5]([N:7]([CH2:11][CH2:12][OH:13])[CH2:8][CH2:9][OH:10])=[O:6] |f:1.2,3.4|. Reported procedure: 4.0 g of 1-(2-chloroethyl)-3,3-bis(2-hydroxyethyl)urea are dissolved in 30 ml of acetic acid, and 2.5 g of sodium nitrite are added thereto under stirring. The mixture is stirred at room temperature for 4 hours. After the reaction, the mixture is treated in the same manner as described in Example 60-(2) (Solvent used for chromatography: chloroform-methanol (10:1)). 3.0 g of 1-(2-chloroethyl)-1-nitroso-3,3-bis(2-hydroxyethyl)urea are thereby obtained as a yellow oil.